From a dataset of the Open Reaction Database (ORD), a public repository of structured organic reaction records. describe an organic reaction: reactants, conditions, products, and yield The reactants are E1, ClC=1C=C2N(C(N1)=O)CC(N2C)C (7-chloro-1,2-dimethyl-2,3-dihydroimidazo[1,2-c]pyrimidin-5(1H)-one), FC1=C(OC2=CC(=C(C#N)C=C2)C(F)(F)F)C=CC(=C1)CO (4-(2-fluoro-4-(hydroxymethyl)phenoxy)-2-(trifluoromethyl)benzonitrile). Yields the product CN1C(CN2C(N=C(C=C21)OCC2=CC(=C(OC1=CC(=C(C#N)C=C1)C(F)(F)F)C=C2)F)=O)C (4-(4-(((1,2-dimethyl-5-oxo-1,2,3,5-tetrahydroimidazo[1,2-c]pyrimidin-7-yl)oxy)methyl)-2-fluorophenoxy)-2-(trifluoromethyl)benzonitrile). As a reaction SMILES: Cl[C:2]1[CH:3]=[C:4]2[N:11]([CH3:12])[CH:10]([CH3:13])[CH2:9][N:5]2[C:6](=[O:8])[N:7]=1.[F:14][C:15]1[CH:33]=[C:32]([CH2:34][OH:35])[CH:31]=[CH:30][C:16]=1[O:17][C:18]1[CH:25]=[CH:24][C:21]([C:22]#[N:23])=[C:20]([C:26]([F:29])([F:28])[F:27])[CH:19]=1>>[CH3:12][N:11]1[C:4]2[N:5]([C:6](=[O:8])[N:7]=[C:2]([O:35][CH2:34][C:32]3[CH:31]=[CH:30][C:16]([O:17][C:18]4[CH:25]=[CH:24][C:21]([C:22]#[N:23])=[C:20]([C:26]([F:27])([F:28])[F:29])[CH:19]=4)=[C:15]([F:14])[CH:33]=3)[CH:3]=2)[CH2:9][CH:10]1[CH3:13]. Procedure: The title compound was prepared by a procedure similar to that described for E1 starting from 7-chloro-1,2-dimethyl-2,3-dihydroimidazo[1,2-c]pyrimidin-5(1H)-one and 4-(2-fluoro-4-(hydroxymethyl)phenoxy)-2-(trifluoromethyl)benzonitrile.